This data is from the Open Reaction Database (ORD), a public repository of structured organic reaction records. The task is: describe an organic reaction: reactants, conditions, products, and yield The reactants are Fc1cc2c(Cl)nc(Cl)nc2cc1Br, C1COCCN1, ClCCl. Yields the product Fc1cc2c(N3CCOCC3)nc(Cl)nc2cc1Br. RXN SMILES: [Br:1][c:2]1[c:3]([F:14])[cH:4][c:5]2[c:6]([Cl:13])[n:7][c:8]([Cl:12])[n:9][c:10]2[cH:11]1.[CH2:15]1[CH2:16][O:17][CH2:18][CH2:19][NH:20]1.[Cl:21][CH2:22][Cl:23]>>[Br:1][c:2]1[c:3]([F:14])[cH:4][c:5]2[c:6]([N:20]3[CH2:15][CH2:16][O:17][CH2:18][CH2:19]3)[n:7][c:8]([Cl:12])[n:9][c:10]2[cH:11]1. Starting materials: CCOC(=O)C(=O)[O-], CC[O-], CCO, [Na+], CCOC(=O)CCc1ccccc1. Product: O=C(O)C(=O)CCc1ccccc1. RXN SMILES: [C:14]([C:15](=[O:16])[O-:17])([O:18][CH2:19][CH3:20])=[O:21].[CH3:23][CH2:24][O-:25].[CH3:26][CH2:27][OH:28].[Na+:22].[c:1]1([CH2:7][CH2:8][C:9]([O:11][CH2:10][CH3:12])=[O:13])[cH:2][cH:3][cH:4][cH:5][cH:6]1>>[c:1]1([CH2:7][CH2:8][C:9](=[O:11])[C:15](=[O:16])[OH:17])[cH:2][cH:3][cH:4][cH:5][cH:6]1. Starting materials: FC(C(=O)OCC)(F)F (ethyl trifluoroacetate), Cl (hydrochloric acid), [H-].[Na+] (sodium hydride), NC1=C(C(=O)N)C=CC=C1I (2-amino-3-iodobenzamide). Run in C(C)O (ethanol), O (water). Yields the product IC=1C=CC=C2C(N=C(NC12)C(F)(F)F)=O (8-Iodo-2-(trifluoromethyl)quinazolin-4(1H)-one). The yield is 98.6%. As a reaction SMILES: [H-].[Na+].[NH2:3][C:4]1[C:12]([I:13])=[CH:11][CH:10]=[CH:9][C:5]=1[C:6]([NH2:8])=[O:7].[F:14][C:15]([F:22])([F:21])[C:16](OCC)=O.Cl>C(O)C.O>[I:13][C:12]1[CH:11]=[CH:10][CH:9]=[C:5]2[C:4]=1[NH:3][C:16]([C:15]([F:22])([F:21])[F:14])=[N:8][C:6]2=[O:7] |f:0.1|. Reported procedure: EDCI hydrochloride (18.4 g) and 1-hydroxybenzotriazole (9.5 g) were added to a solution of 2-amino-3-iodobenzoic acid (16.4 g) synthesized using the method described in Journal of Medicinal Chemistry, 2004, 47 (6), 1448-1464 in DMF (120 mL), and subsequently ammonia water (21.2 ml) was added thereto. The reaction solution was stirred at room temperature for 3 hours. Water was added to the reaction solution, and the deposit was filtrated and dried under reduced pressure to obtain 2-amino-3-iodobe... Starting materials: Cc1cc(CN2CCCC2)ccc1OC1CN(C(=O)OC(C)(C)C)C1, CO, Cl. Product: Cc1cc(CN2CCCC2)ccc1OC1CNC1. Reaction SMILES: [CH3:1][c:2]1[c:3]([O:4][CH:5]2[CH2:6][N:7]([C:9]([O:10][C:11]([CH3:12])([CH3:13])[CH3:14])=[O:15])[CH2:8]2)[cH:16][cH:17][c:18]([CH2:20][N:21]2[CH2:22][CH2:23][CH2:24][CH2:25]2)[cH:19]1.[CH3:27][OH:28].[ClH:26]>>[CH3:1][c:2]1[c:3]([O:4][CH:5]2[CH2:6][NH:7][CH2:8]2)[cH:16][cH:17][c:18]([CH2:20][N:21]2[CH2:22][CH2:23][CH2:24][CH2:25]2)[cH:19]1. Reactants: ClC=1C(=NC(=NC1C#N)S(=O)(=O)CC)N1CCS(CC1)(=O)=O (5-chloro-6-cyano-4-(1,1-dioxido-thiomorpholino)-2-ethylsulfonyl-pyrimidine), N1CCNCC1 (piperazine). Run in O1CCOCC1 (dioxane). Yields the product ClC=1C(=NC(=NC1C#N)N1CCNCC1)N1CCS(CC1)(=O)=O (5-Chloro-6-cyano-2-piperazino-4-(1,1-dioxido-thiomorpholino)pyrimidine). Reaction SMILES: [Cl:1][C:2]1[C:3]([N:15]2[CH2:20][CH2:19][S:18](=[O:22])(=[O:21])[CH2:17][CH2:16]2)=[N:4][C:5](S(CC)(=O)=O)=[N:6][C:7]=1[C:8]#[N:9].[NH:23]1[CH2:28][CH2:27][NH:26][CH2:25][CH2:24]1>O1CCOCC1>[Cl:1][C:2]1[C:3]([N:15]2[CH2:16][CH2:17][S:18](=[O:21])(=[O:22])[CH2:19][CH2:20]2)=[N:4][C:5]([N:23]2[CH2:28][CH2:27][NH:26][CH2:25][CH2:24]2)=[N:6][C:7]=1[C:8]#[N:9]. Procedure: 1.8 gm (0.005 mol) of 5-chloro-6-cyano-4-(1,1-dioxido-thiomorpholino)-2-ethylsulfonyl-pyrimidine (m.p. 234°-237°C, obtained from 2-ethylthio-5-chloro-6-cyano-4-thiomorpholino-pyrimidine by oxidation with potassium permanganate in dilute hydrochloric acid) were slowly added to a solution of 2.6 gm (0.03 mol) of piperazine in 50 ml of dioxane. After standing for a short time, the reaction solution was evaporated almost to dryness in vacuo, and the residue was taken up in about 50 ml of water. The ... Reactants: N1CCC(CC1)N (piperidin-4-ylamine), C1(=CC=CC=C1)S(=O)(=O)N1C=C(C=2C1=NC=CC2)C2=NC(=NC=C2)Cl (1-benzenesulfonyl-3-(2-chloro-pyrimidin-4-yl)-1H-pyrrolo[2,3-b]pyridine). The product is N1C=C(C=2C1=NC=CC2)C2=NC(=NC=C2)N2CCC(CC2)N (1-[4-(1H-pyrrolo[2,3-b]pyridin-3-yl)-pyrimidin-2-yl]-piperidin-4-ylamine). Isolated yield 71.8%. Reaction SMILES: [NH:1]1[CH2:6][CH2:5][CH:4]([NH2:7])[CH2:3][CH2:2]1.C1(S([N:17]2[C:21]3=[N:22][CH:23]=[CH:24][CH:25]=[C:20]3[C:19]([C:26]3[CH:31]=[CH:30][N:29]=[C:28](Cl)[N:27]=3)=[CH:18]2)(=O)=O)C=CC=CC=1>>[NH:17]1[C:21]2=[N:22][CH:23]=[CH:24][CH:25]=[C:20]2[C:19]([C:26]2[CH:31]=[CH:30][N:29]=[C:28]([N:1]3[CH2:6][CH2:5][CH:4]([NH2:7])[CH2:3][CH2:2]3)[N:27]=2)=[CH:18]1. Procedure details: Using the procedure of example 1, piperidin-4-ylamine (540 mg) was reacted with compound 1f (500 mg) to provide compound 62 (285 mg, 72%). 1H NMR (400MHz, DMSO) δ 8.70 (d, 1 H), 8.40 (s, 1 H), 8.25 (m, 1 H), 8.20 (d, 1 H), 7.20 (m, 1 H), 7.05 (d, 1 H), 4.60 (d, 2 H), 3.05 (m, 2 H), 2.85 (m, 1 H), 1.85 (m, 2 H), 1.25 (m, 2 H). MS (ESI) m/z: 295 (M+H)+. Starting materials: C(#N)C1=CC=C(C=C1)C1CN(CCC1)C(C(C)[N+]#[C-])=O (3-(p-cyanophenyl)-2-isocyanopropionylpiperidine), O1CCOCC1 (dioxane), Cl (hydrochloric acid), C(Cl)Cl.CO (CH2Cl2 CH3OH). Product: Cl.C(#N)C1=CC=C(C[C@H](N)C(=O)N2CCCCC2)C=C1 (p-cyanophenylalaninylpiperidine hydrochloride). Isolated yield 83.0%. Reaction SMILES: [C:1]([C:3]1[CH:8]=[CH:7][C:6]([CH:9]2CCC[N:11](C(=O)C([N+]#[C-])C)[CH2:10]2)=[CH:5][CH:4]=1)#[N:2].O1[CH2:26][CH2:25]OCC1.Cl.C(Cl)[Cl:29].[CH3:31][OH:32]>>[ClH:29].[C:1]([C:3]1[CH:4]=[CH:5][C:6]([CH2:9][C@@H:10]([C:31]([N:2]2[CH2:26][CH2:25][CH2:4][CH2:3][CH2:1]2)=[O:32])[NH2:11])=[CH:7][CH:8]=1)#[N:2] |f:3.4,5.6|. Procedure details: 17.4 g (59.2 mmol) of 3-(p-cyanophenyl)-2-isocyanopropionylpiperidine were stirred together with 160 ml of dioxane and 24 ml of concentrated hydrochloric acid at 60° C. for 45-60 min (TLC monitoring, mobile phase CH2Cl2 /CH3OH 9/1), and then the mixture was concentrated under reduced pressure, the residue was taken up in water, the aqueous phase was extracted with a little ethyl acetate, mixed with ammonia and extracted with methylene chloride, and the organic phase was dried over magnesium sulf... Reactants: O (water), O.O.O.O.O.O.O.O.O.[S-2].[Na+].[Na+] (sodium sulfide nonahydrate), SC[C@@H](O)[C@H](O)CS (dithiothreitol), COC([C@H](CSSC[C@@H](C(=O)O)N)NC(C(CSC(C)=O)CC1=CC=CC=C1)=O)=O (N-(S-Acetyl-2'-benzyl-3'-mercaptopropionyl)cystine methyl ester). Run in CO (methanol). Conditions: time 14 hour. Product: C(C1=CC=CC=C1)C(C(=O)N[C@@H](CS)C(=O)O)CS (N-[2'-Benzyl-3'-mercaptopropionyl]cysteine). Isolated yield 86.0%. As a reaction SMILES: C[O:2][C:3](=[O:30])[C@@H:4]([NH:14][C:15](=[O:29])[CH:16]([CH2:22][C:23]1[CH:28]=[CH:27][CH:26]=[CH:25][CH:24]=1)[CH2:17][S:18]C(=O)C)[CH2:5][S:6]SC[C@H](N)C(O)=O.O.O.O.O.O.O.O.O.O.[S-2].[Na+].[Na+].SC[C@H]([C@@H](CS)O)O.O>CO>[CH2:22]([CH:16]([CH2:17][SH:18])[C:15]([NH:14][C@H:4]([C:3]([OH:30])=[O:2])[CH2:5][SH:6])=[O:29])[C:23]1[CH:24]=[CH:25][CH:26]=[CH:27][CH:28]=1 |f:1.2.3.4.5.6.7.8.9.10.11.12|. Reported procedure: N-(S-Acetyl-2'-benzyl-3'-mercaptopropionyl)cystine methyl ester (50 mg) was dissolved in degassed methanol (5 ml) and treated with sodium sulfide nonahydrate (300 mg) and dithiothreitol (122 mg). The mixture was stirred at RT for 14 hours then poured into water (30 ml) and extracted with chloroform (2×20 ml), the aqueous phase acidified to pH 1-2 and re-extraced with ethyl acetate (3×10 ml), dried, (MgSO4) filtered and evaporated to a clear oil, the title compound as an approximately equimolar m...